This data is from the Open Reaction Database (ORD), a public repository of structured organic reaction records. The task is: describe an organic reaction: reactants, conditions, products, and yield Starting materials: C(C)(C)(C)[Si](OC1CC=C(CC1)OS(=O)(=O)C(F)(F)F)(C)C (trifluoromethanesulfonic acid 4-(tert-butyl-dimethyl-silanyloxy)-cyclohex-1-enyl ester), C(C1=CC=CC=C1)OC(=O)NC1=CC=C(C=C1)B(O)O (4-Benzyloxycarbonylamino-benzene boronic acid), [Li+].[Cl-] (LiCl), C(=O)([O-])[O-].[Na+].[Na+] (Na2CO3). Reagents/catalysts: C=1C=CC(=CC1)[P](C=2C=CC=CC2)(C=3C=CC=CC3)[Pd]([P](C=4C=CC=CC4)(C=5C=CC=CC5)C=6C=CC=CC6)([P](C=7C=CC=CC7)(C=8C=CC=CC8)C=9C=CC=CC9)[P](C=1C=CC=CC1)(C=1C=CC=CC1)C=1C=CC=CC1 (Pd(PPh3)4). Run in CCOC(=O)C (EtOAc), O (water), C1(=CC=CC=C1)C (toluene), CCO (EtOH). Reaction conditions: temperature 100 celsius. The product is C(C1=CC=CC=C1)OC(NC1=CC=C(C=C1)C1=CCC(CC1)O[Si](C)(C)C(C)(C)C)=O ({4-[4-(tert-Butyl-dimethyl-silanyloxy)-cyclohex-1-enyl]-phenyl}-carbamic acid benzyl ester). The yield is 97.9%. RXN SMILES: [CH2:1]([O:8][C:9]([NH:11][C:12]1[CH:17]=[CH:16][C:15](B(O)O)=[CH:14][CH:13]=1)=[O:10])[C:2]1[CH:7]=[CH:6][CH:5]=[CH:4][CH:3]=1.[Li+].[Cl-].C([O-])([O-])=O.[Na+].[Na+].[C:29]([Si:33]([CH3:50])([CH3:49])[O:34][CH:35]1[CH2:40][CH2:39][C:38](OS(C(F)(F)F)(=O)=O)=[CH:37][CH2:36]1)([CH3:32])([CH3:31])[CH3:30]>C1(C)C=CC=CC=1.CCOC(C)=O.O.C1C=CC([P]([Pd]([P](C2C=CC=CC=2)(C2C=CC=CC=2)C2C=CC=CC=2)([P](C2C=CC=CC=2)(C2C=CC=CC=2)C2C=CC=CC=2)[P](C2C=CC=CC=2)(C2C=CC=CC=2)C2C=CC=CC=2)(C2C=CC=CC=2)C2C=CC=CC=2)=CC=1.CCO>[CH2:1]([O:8][C:9](=[O:10])[NH:11][C:12]1[CH:17]=[CH:16][C:15]([C:38]2[CH2:39][CH2:40][CH:35]([O:34][Si:33]([C:29]([CH3:32])([CH3:31])[CH3:30])([CH3:49])[CH3:50])[CH2:36][CH:37]=2)=[CH:14][CH:13]=1)[C:2]1[CH:7]=[CH:6][CH:5]=[CH:4][CH:3]=1 |f:1.2,3.4.5,^1:68,70,89,108|. Procedure: 4-Benzyloxycarbonylamino-benzene boronic acid (1.42 g, 5.25 mmol, 1.5 equiv.) and LiCl (420 mg, 10.5 mmol, 3 equiv.) was placed in a 25 mL round bottom flask. To this was added Na2CO3 (2M) (7 mL) and EtOH (7 mL) to form a nice suspension. To this was transferred a solution of trifluoromethanesulfonic acid 4-(tert-butyl-dimethyl-silanyloxy)-cyclohex-1-enyl ester (1.26 g, 3.5 mmol, 1 equiv.) in toluene (18 mL). This suspension was subjected to a vacuum/nitrogen exchange three times. Pd(PPh3)4 (CAS... Starting materials: ClCCl, CC(C)(C)OC(=O)NC1(C(=O)NC(CCO)c2ccc(Cl)cc2)CCN(c2ncnc3[nH]ccc23)CC1, O=C(O)C(F)(F)F. Yields the product NC1(C(=O)NC(CCO)c2ccc(Cl)cc2)CCN(c2ncnc3[nH]ccc23)CC1. As a reaction SMILES: [Cl:45][CH2:46][Cl:47].[Cl:8][c:9]1[cH:10][cH:11][c:12]([CH:15]([CH2:16][CH2:17][OH:18])[NH:19][C:20](=[O:21])[C:22]2([NH:37][C:38](=[O:39])[O:40][C:41]([CH3:42])([CH3:43])[CH3:44])[CH2:23][CH2:24][N:25]([c:28]3[c:29]4[c:30]([n:31][cH:32][n:33]3)[nH:34][cH:35][cH:36]4)[CH2:26][CH2:27]2)[cH:13][cH:14]1.[F:1][C:2]([F:3])([F:4])[C:5]([OH:6])=[O:7]>>[Cl:8][c:9]1[cH:10][cH:11][c:12]([CH:15]([CH2:16][CH2:17][OH:18])[NH:19][C:20](=[O:21])[C:22]2([NH2:37])[CH2:23][CH2:24][N:25]([c:28]3[c:29]4[c:30]([n:31][cH:32][n:33]3)[nH:34][cH:35][cH:36]4)[CH2:26][CH2:27]2)[cH:13][cH:14]1. The reactants are I(=O)(=O)(=O)[O-].[Na+] (sodium periodate), C1(CCCC1)C[C@@H](C(=O)O)C1=CC(=CC=C1)SC ((R)-3-cyclopentyl-2-(3-methylsulfanyl-phenyl)-propionic acid). Solvent: O (water), CO (methanol). Conditions: temperature 25 celsius, time 1 hour. Product: C1(CCCC1)C[C@@H](C(=O)O)C1=CC(=CC=C1)S(=O)C ((R)-3-cyclopentyl-2-(3-methylsulfinyl-phenyl)-propionic acid). Reaction SMILES: I([O-])(=O)(=O)=[O:2].[Na+].[CH:7]1([CH2:12][C@H:13]([C:17]2[CH:22]=[CH:21][CH:20]=[C:19]([S:23][CH3:24])[CH:18]=2)[C:14]([OH:16])=[O:15])[CH2:11][CH2:10][CH2:9][CH2:8]1>O.CO>[CH:7]1([CH2:12][C@H:13]([C:17]2[CH:22]=[CH:21][CH:20]=[C:19]([S:23]([CH3:24])=[O:2])[CH:18]=2)[C:14]([OH:16])=[O:15])[CH2:11][CH2:10][CH2:9][CH2:8]1 |f:0.1|. Procedure details: To a stirred solution of sodium periodate (1.07 g, 4.98 mmol) in water (10 mL) was added a solution of (R)-3-cyclopentyl-2-(3-methylsulfanyl-phenyl)-propionic acid (700 mg, 2.65 mmol) in methanol (15 mL) and the reaction was stirred at 25° C. for 1 h. The reaction mixture was filtered through a pad of celite and the solids were washed with methanol and chloroform. The filtrate was concentrated and azeotroped with benzene to remove any traces of water to yield (R)-3-cyclopentyl-2-(3-methylsulfiny... Starting materials: O (Water), ClCN1C=C(C=C1)[N+](=O)[O-] (1-chloromethyl-3-nitro-1H-pyrole), FC(CCC(C#N)C#N)(F)F ((3,3,3-trifluoropropyl) malononitrile), C([O-])([O-])=O.[K+].[K+] (potassium carbonate). The solvent is CN(C=O)C (N,N-dimethylformamide). Conditions: time 8 hour. Product: [N+](=O)([O-])C1=CN(C=C1)CC(C#N)(C#N)CCC(F)(F)F ([(3-nitro-1H-pyrole-1-yl) methyl](3,3,3-trifluoropropyl) malononitrile). Isolated yield 73.6%. RXN SMILES: Cl[CH2:2][N:3]1[CH:7]=[CH:6][C:5]([N+:8]([O-:10])=[O:9])=[CH:4]1.[F:11][C:12]([F:21])([F:20])[CH2:13][CH2:14][CH:15]([C:18]#[N:19])[C:16]#[N:17].C(=O)([O-])[O-].[K+].[K+].O>CN(C)C=O>[N+:8]([C:5]1[CH:6]=[CH:7][N:3]([CH2:2][C:15]([CH2:14][CH2:13][C:12]([F:11])([F:20])[F:21])([C:16]#[N:17])[C:18]#[N:19])[CH:4]=1)([O-:10])=[O:9] |f:2.3.4|. Reported procedure: 0.61 g of 1-chloromethyl-3-nitro-1H-pyrole and 0.65 g of (3,3,3-trifluoropropyl) malononitrile were dissolved in 10 ml of N,N-dimethylformamide. 0.28 g of potassium carbonate was added to the solution under ice cooling, followed by stirring at room temperature for overnight. Water was added to the reaction mixture, and then extracted with ethyl acetate. The organic layer was washed with saturated aqueous solution of sodium chloride, dried over anhydrous magnesium sulfate, filtered. The filtrate ... The reactants are ClC1=NC=CC(=N1)C=1C=C(CNCCC=2C=NC=CC2)C=CC1 ([3-(2-Chloro-pyrimidin-4-yl)-benzyl]-(2-pyridin-3-yl-ethyl)-amine), CS(=O)(=O)Cl (methanesulfonyl chloride), 403. The product is ClC1=NC=CC(=N1)C=1C=C(CN(S(=O)(=O)C)CCC=2C=NC=CC2)C=CC1 (N-[3-(2-Chloro-pyrimidin-4-yl)-benzyl]-N-(2-pyridin-3-yl-ethyl)-methanesulfonamide). Reaction SMILES: [Cl:1][C:2]1[N:7]=[C:6]([C:8]2[CH:9]=[C:10]([CH:21]=[CH:22][CH:23]=2)[CH2:11][NH:12][CH2:13][CH2:14][C:15]2[CH:16]=[N:17][CH:18]=[CH:19][CH:20]=2)[CH:5]=[CH:4][N:3]=1.[CH3:24][S:25](Cl)(=[O:27])=[O:26]>>[Cl:1][C:2]1[N:7]=[C:6]([C:8]2[CH:9]=[C:10]([CH:21]=[CH:22][CH:23]=2)[CH2:11][N:12]([CH2:13][CH2:14][C:15]2[CH:16]=[N:17][CH:18]=[CH:19][CH:20]=2)[S:25]([CH3:24])(=[O:27])=[O:26])[CH:5]=[CH:4][N:3]=1. Procedure details: Intermediate 18 was coupled with methanesulfonyl chloride following procedure D. LC-MS showed the product had the expected M+H+ of 403. Reactants: C(C)=O (Acetaldehyde), C(C)OC(=O)C=1C=NN(C1)C1=NC2=CC=C(C=C2C(N1COCC[Si](C)(C)C)=O)N (1-[6-amino-4-oxo-3-(2-trimethylsilanyl-ethoxymethyl)-3,4-dihydro-quinazolin-2-yl]-1H-pyrazole-4-carboxylic acid ethyl ester), C(C)(=O)O[BH-](OC(C)=O)OC(C)=O.[Na+] (sodium triacetoxyborohydride). The solvent is CCOC(=O)C (EtOAc), C(C)O (ethanol). Reaction conditions: time 18 hour. The product is C(C)OC(=O)C=1C=NN(C1)C1=NC2=CC=C(C=C2C(N1COCC[Si](C)(C)C)=O)NCC (1-[6-ethylamino-4-oxo-3-(2-trimethylsilanyl-ethoxymethyl)-3,4-dihydro-quinazolin-2-yl]-1H-pyrazole-4-carboxylic acid ethyl ester). The yield is 33.0%. RXN SMILES: [CH:1](=O)[CH3:2].[CH2:4]([O:6][C:7]([C:9]1[CH:10]=[N:11][N:12]([C:14]2[N:23]([CH2:24][O:25][CH2:26][CH2:27][Si:28]([CH3:31])([CH3:30])[CH3:29])[C:22](=[O:32])[C:21]3[C:16](=[CH:17][CH:18]=[C:19]([NH2:33])[CH:20]=3)[N:15]=2)[CH:13]=1)=[O:8])[CH3:5].C(O[BH-](OC(=O)C)OC(=O)C)(=O)C.[Na+]>C(O)C.CCOC(C)=O>[CH2:4]([O:6][C:7]([C:9]1[CH:10]=[N:11][N:12]([C:14]2[N:23]([CH2:24][O:25][CH2:26][CH2:27][Si:28]([CH3:31])([CH3:30])[CH3:29])[C:22](=[O:32])[C:21]3[C:16](=[CH:17][CH:18]=[C:19]([NH:33][CH2:1][CH3:2])[CH:20]=3)[N:15]=2)[CH:13]=1)=[O:8])[CH3:5] |f:2.3|. Procedure: Acetaldehyde (1 mL) was added to 1-[6-amino-4-oxo-3-(2-trimethylsilanyl-ethoxymethyl)-3,4-dihydro-quinazolin-2-yl]-1H-pyrazole-4-carboxylic acid ethyl ester (0.250 g, 0.582 mol) and 4 Å molecular sieves (0.35 g) in ethanol (1.9 g). The reaction mixture was stirred at room temperature for 18 h and was then filtered. Ethanol and acetaldehyde were removed under high vacuum. The residue was redissolved in DCE (1.5 mL) and sodium triacetoxyborohydride (0.308 g, 1.46 mmol) was added. The reaction mixt... Reactants: S1CCC=C1 (dihydrothiophene), BrCC(CCCCCCCCCCCCCC)Br (1,2-dibromohexadecane), C1COC2=CSC=C2O1 (EDOT), [OH-].[Na+] (sodium hydroxide), C(=O)(OCC)C=1SC(=C2C1OCCO2)C(=O)OCC (2,5-dicarbethoxy-3,4-ethylenedioxythiophene), 1,2-dibromoalkane, 2,5-dicarbethoxy-3,4-alkylenedioxythiophene, 1-dibromodecane, C1COC2=CSC=C2O1 (EDOT), C(=O)([O-])[O-].[K+].[K+] (K2CO3), 1,2-dihaloalkane, 1,2-dibromoalkane, BrCC(CCCC)Br (1,2-dibromohexane), substituted 1,2-dihaloalkane, BrCCBr (1,2-dibromoethane). Solvent: CN(C)C=O (DMF), O (water). The product is C(=O)(O)C=1SC(=C2C1OCCO2)C(=O)O (2,5-dicarboxy-3,4-ethylenedioxythiophene). As a reaction SMILES: S1C=CCC1.[C:6]([O-:9])([O-:8])=O.[K+].[K+].C1OC2C(=CSC=2)OC1.BrCCBr.BrCC(Br)CCCCCCCCCCCCCC.BrCC(Br)CCCC.[C:51]([C:56]1[S:57][C:58](C(OCC)=O)=[C:59]2[O:64][CH2:63][CH2:62][O:61][C:60]=12)([O:53]CC)=[O:52].[OH-].[Na+]>O.CN(C=O)C>[C:6]([C:58]1[S:57][C:56]([C:51]([OH:53])=[O:52])=[C:60]2[O:61][CH2:62][CH2:63][O:64][C:59]=12)([OH:9])=[O:8] |f:1.2.3,9.10|. Reported procedure: The salt either 5 or 6 is dissolved in water and acidified with 1 Molar HCI added slowly dropwise with constant stirring until the solution becomes acidic. Immediately following, thick white precipitate falls out. After filtration, the precipitate is washed with water and air-dried to give 2,5-dicarbethoxy-3,4-dihydroxythiophene (Z). The salt either (5, 2.5 grams) or 6 can be alkylated directly or the dihydrothiophene derivative (7) can be suspended in the appropriate 1,2-dihaloalkane or substit... The product is FC=1C=C(C=CC1O)N1CCN(CC1)C(CCCC)=O (4-(3-fluoro-4-hydroxyphenyl)-1-valerylpiperazine). Starting materials: COC1=CC=C(C=C1)N1CCN(CC1)CCC1=CC=CC=C1 (1-(4-methoxyphenyl)-4-phenethylpiperazine), C(C1=CC=CC=C1)OC1=C(C=C(C=C1)N1CCN(CC1)C(CCCC)=O)F (4-(4-benzyloxy-3-fluorophenyl)-1-valerylpiperazine). As a reaction SMILES: COC1C=CC(N2CCN(CCC3C=CC=CC=3)CC2)=CC=1.C([O:30][C:31]1[CH:36]=[CH:35][C:34]([N:37]2[CH2:42][CH2:41][N:40]([C:43](=[O:48])[CH2:44][CH2:45][CH2:46][CH3:47])[CH2:39][CH2:38]2)=[CH:33][C:32]=1[F:49])C1C=CC=CC=1>>[F:49][C:32]1[CH:33]=[C:34]([N:37]2[CH2:42][CH2:41][N:40]([C:43](=[O:48])[CH2:44][CH2:45][CH2:46][CH3:47])[CH2:39][CH2:38]2)[CH:35]=[CH:36][C:31]=1[OH:30]. Yield: 22.0%. Procedure: Production Example 2 was repeated except that 1-(4-methoxyphenyl)-4-phenethylpiperazine was replaced with 4-(4-benzyloxy-3-fluorophenyl)-1-valerylpiperazine (367 mg). The resulting crude product was purified on TLC (developer, chloroform: methanol=12:1) to provide 4-(3-fluoro-4-hydroxyphenyl)-1-valerylpiperazine (61 mg). Starting materials: O.O.O.Br(=O)[O-].[Na+] (sodium bromite trihydrate), ClC1=C(OCC(=O)OCC)C=CC(=C1Cl)C(=O)C1=CC=NN1CC (ethyl [2,3-dichloro-4-(1-ethyl-5-pyrazolylcarbonyl)phenoxy]acetate). Run in O (water). Run at time 15 hour. Product: ClC1=C(OCC(=O)OCC)C=CC(=C1Cl)C(=O)C1=C(C=NN1CC)Br (ethyl [2,3-dichloro-4-(4-bromo-1-ethyl-5-pyrazolylcarbonyl)phenoxy]acetate). Isolated yield 88.3%. Reaction SMILES: O.O.O.[Br:4]([O-])=O.[Na+].[Cl:8][C:9]1[C:21]([Cl:22])=[C:20]([C:23]([C:25]2[N:29]([CH2:30][CH3:31])[N:28]=[CH:27][CH:26]=2)=[O:24])[CH:19]=[CH:18][C:10]=1[O:11][CH2:12][C:13]([O:15][CH2:16][CH3:17])=[O:14]>O>[Cl:8][C:9]1[C:21]([Cl:22])=[C:20]([C:23]([C:25]2[N:29]([CH2:30][CH3:31])[N:28]=[CH:27][C:26]=2[Br:4])=[O:24])[CH:19]=[CH:18][C:10]=1[O:11][CH2:12][C:13]([O:15][CH2:16][CH3:17])=[O:14] |f:0.1.2.3.4|. Procedure details: A solution of 1.88 g of sodium bromite trihydrate in 5 ml of water is added dropwise at room temperature to a solution of 1.85 g of ethyl [2,3-dichloro-4-(1-ethyl-5-pyrazolylcarbonyl)phenoxy]acetate and the mixture is stirred at room temperature for 15 hours. The reaction mixture is evaporated to remove solvent and the residue is dissolved in 20 ml of water. The aqueous solution is made alkaline with a saturated sodium bicarbonate solution and extracted with ethyl acetate. The extract is washed ... Starting materials: ClC1=CC=C(C=C1)S(=O)(=O)N1C(CC(CC1)=O)C=1C=NC=NC1 (1-(4-chlorophenylsulfonyl)-2-(pyrimidin-5-yl)piperidin-4-one), ClC1=CC=C(C=C1)S(=O)(=O)N1[C@H](CC(C[C@@H]1C)=O)C (trans-1-(4-chlorophenylsulfonyl)-2,6-dimethylpiperidin-4-one), CN(C)C(OC)OC (DMF-DMA), O.NN (hydrazine hydrate). The product is ClC1=CC=C(C=C1)S(=O)(=O)N1[C@H](C2=C(C[C@@H]1C)NN=C2)C (trans-5-(4-Chlorophenylsulfonyl)-4,6-dimethyl-4,5,6,7-tetrahydro-1H-pyrazolo[4,3-c]pyridine). RXN SMILES: Cl[C:2]1C=CC(S(N2[C@@H](C)CC(=O)C[C@@H]2C)(=O)=O)=CC=1.CN(C(OC)OC)C.O.NN.[Cl:31][C:32]1[CH:37]=[CH:36][C:35]([S:38]([N:41]2[CH2:46][CH2:45]C(=O)[CH2:43][CH:42]2[C:48]2[CH:49]=[N:50]C=[N:52][CH:53]=2)(=[O:40])=[O:39])=[CH:34][CH:33]=1>>[Cl:31][C:32]1[CH:33]=[CH:34][C:35]([S:38]([N:41]2[C@@H:46]([CH3:45])[CH2:2][C:53]3[NH:52][N:50]=[CH:49][C:48]=3[C@@H:42]2[CH3:43])(=[O:39])=[O:40])=[CH:36][CH:37]=1 |f:2.3|. Procedure details: trans-1-(4-Chlorophenylsulfonyl)-2,6-dimethylpiperidin-4-one (94) was treated with DMF-DMA followed by hydrazine hydrate as described for compound 71 in Example 4. 1H-NMR (CD3OD) δ 7.81-7.79 (m, 2H), 7.62 (m, 3H), 5.38 (q, J=7.1 Hz, 1H), 4.20-4.13, (m, 1H), 2.78 (dd, J=16.2, 4.4 Hz, 1H), 2.56-2.48 (m, 1H), 1.54-1.47 (m, 6H); MS (m/z) 326.0 (M+H)+.